Dataset: the Open Reaction Database (ORD), a public repository of structured organic reaction records. Task: describe an organic reaction: reactants, conditions, products, and yield Starting materials: C(#N)[BH3-].[Na+] (sodium cyanoborohydride), C(C)(=O)NC=1C=C(C=CC1)C(C=CN(C)C)=O (3'-actamido-3-(N,N-dimethylamino)acrylophenone), NC1=NNC=C1C#N (3-amino-4-cyanopyrazole), C(C)(=O)N (acetamide). The solvent is C(C)(=O)O (acetic acid), C(C)(=O)O (acetic acid). Product: C(#N)C=1C=NN2C1NCC=C2C=2C=C(C=CC2)NC(C)=O (N-[3-(3-cyano-4,5-dihydropyrazolo[1,5-a]pyrimidin-7-yl)phenyl]acetamide). Reaction SMILES: [C:1]([NH:4][C:5]1[CH:6]=[C:7]([C:11](=O)[CH:12]=[CH:13][N:14]([CH3:16])C)[CH:8]=[CH:9][CH:10]=1)(=[O:3])[CH3:2].N[C:19]1[C:23]([C:24]#[N:25])=C[NH:21][N:20]=1.C(N)(=O)C.C([BH3-])#N.[Na+]>C(O)(=O)C>[C:24]([C:23]1[CH:19]=[N:20][N:21]2[C:11]([C:7]3[CH:6]=[C:5]([NH:4][C:1](=[O:3])[CH3:2])[CH:10]=[CH:9][CH:8]=3)=[CH:12][CH2:13][NH:14][C:16]=12)#[N:25] |f:3.4|. Procedure details: A mixture of 7.0 g of 3'-actamido-3-(N,N-dimethylamino)acrylophenone and 3.3 g. of 3-amino-4-cyanopyrazole in 100 ml of acetic acid was heated at reflux for 8 hours. Crystals that formed on cooling were filtered and dried to give 7.4 g. of N-[3-(3-cyano-pyrazolo[1,5-a]pyrimidin-7-yl)phenyl[acetamide, m.p. 254°-256° C. This was reacted with 14.8 g of sodium cyanoborohydride in 50 ml of acetic acid to give 3.0 g of N-[3-(3-cyano-4,5-dihydropyrazolo[1,5-a]pyrimidin-7-yl)phenyl]acetamide, m.p. 251°-...